This data is from the Open Reaction Database (ORD), a public repository of structured organic reaction records. The task is: describe an organic reaction: reactants, conditions, products, and yield The reactants are O=C(O)C=Cc1ccc(Br)s1, ClC(Cl)Cl, [N-]=[N+]=[N-], [Na+], C1COCCO1, O, O=S(Cl)Cl. Yields the product [N-]=[N+]=NC(=O)C=Cc1ccc(Br)s1. RXN SMILES: [Br:5][c:6]1[cH:7][cH:8][c:9]([CH:11]=[CH:12][C:13](=[O:14])[OH:15])[s:10]1.[CH:26]([Cl:27])([Cl:28])[Cl:29].[N-:17]=[N+:18]=[N-:19].[Na+:16].[O:20]1[CH2:21][CH2:22][O:23][CH2:24][CH2:25]1.[OH2:30].[S:1]([Cl:2])([Cl:3])=[O:4]>>[Br:5][c:6]1[cH:7][cH:8][c:9]([CH:11]=[CH:12][C:13](=[O:15])[N:17]=[N+:18]=[N-:19])[s:10]1.